From a dataset of the Open Reaction Database (ORD), a public repository of structured organic reaction records. describe an organic reaction: reactants, conditions, products, and yield The reactants are BrC=1C(=C(C=O)C=C(C1)[N+](=O)[O-])SC(C)(C)C (3-bromo-2-tert-butylsulfanyl-5-nitro-benzaldehyde), Cl.NO (hydroxylamine hydrochloride). Solvent: C(C)(C)O (isopropanol), O (water). Yields the product BrC=1C(=C(C=NO)C=C(C1)[N+](=O)[O-])SC(C)(C)C (3-bromo-2-tert-butylsulfanyl-5-nitro-benzaldehyde oxime). The yield is 150.1%. As a reaction SMILES: [Br:1][C:2]1[C:3]([S:13][C:14]([CH3:17])([CH3:16])[CH3:15])=[C:4]([CH:7]=[C:8]([N+:10]([O-:12])=[O:11])[CH:9]=1)[CH:5]=O.Cl.[NH2:19][OH:20]>C(O)(C)C.O>[Br:1][C:2]1[C:3]([S:13][C:14]([CH3:17])([CH3:16])[CH3:15])=[C:4]([CH:7]=[C:8]([N+:10]([O-:12])=[O:11])[CH:9]=1)[CH:5]=[N:19][OH:20] |f:1.2|. Procedure: A solution of 3-bromo-2-tert-butylsulfanyl-5-nitro-benzaldehyde (1.2 g, 3.8 mmol) and hydroxylamine hydrochloride (1.2 g, 7.7 mmol) in isopropanol (36 mL) and water (8 mL) was heated to 90° C. for 16 h. The reaction mixture was cooled and concentrated to remove isopropanol. Water was added to the residue, followed by saturated sodium bicarbonate solution until the pH was ˜8.0. The residue was extracted with dichloromethane (2×30 mL). The combined organic fractions were dried with sodium sulfate,... The reactants are O\C=C\1/C(NC2=CC=C(C=C12)F)=O (Z-3-[(hydroxy)-methylene]-5-fluoro-1,3-dihydro-indol-2-one), NC1=NNC=C1 (3-aminopyrazole), O\C=C\1/C(NC2=CC=C(C=C12)F)=O (Z-3-[(hydroxy)-methylene]-5-fluoro-1,3-dihydro-indol-2-one), O\C=C\1/C(NC2=CC=CC=C12)=O (Z-3-[(hydroxy)-methylene]-1,3-dihydro-indol-2-one), NC1=NNC(=C1)C=1OC=CC1 (3-amino-5-(2-furyl)-pyrazole), NC1=NNC(=C1)C=1OC=CC1 (3-amino-5-(2-furyl)-pyrazole). Solvent: O1CCCC1 (tetrahydrofuran). Yields the product FC=1C=C2C(C(NC2=CC1)=O)=CNC1=NNC(=C1)C=1OC=CC1 (5-Fluoro-3-[(5-furan-2-yl-1H-pyrazol-3-ylamino)-methylene]-1,3-dihydro-indol-2-one). Reaction SMILES: O/[CH:2]=[C:3]1\[C:4](=[O:13])[NH:5][C:6]2[C:11]\1=[CH:10][C:9]([F:12])=[CH:8][CH:7]=2.O/C=C1\C(=O)NC2C\1=CC=CC=2.[NH2:26][C:27]1[CH:31]=[C:30]([C:32]2[O:33][CH:34]=[CH:35][CH:36]=2)[NH:29][N:28]=1.NC1C=CNN=1>O1CCCC1>[F:12][C:9]1[CH:10]=[C:11]2[C:6](=[CH:7][CH:8]=1)[NH:5][C:4](=[O:13])[C:3]2=[CH:2][NH:26][C:27]1[CH:31]=[C:30]([C:32]2[O:33][CH:34]=[CH:35][CH:36]=2)[NH:29][N:28]=1. Procedure details: The named compound is prepared by substituting E & Z-3-[(hydroxy)-methylene]-5-fluoro-1,3-dihydro-indol-2-one for E & Z-3-[(hydroxy)-methylene]-1,3-dihydro-indol-2-one and 3-amino-5-(2-furyl)-pyrazole for 3-aminopyrazole in the reaction of Example 1. Specifically, E & Z-3-[(hydroxy)-methylene]-5-fluoro-1,3-dihydro-indol-2-one (0.050 gms.) is reacted with 0.085 gms. of 3-amino-5-(2-furyl)-pyrazole by refluxing in tetrahydrofuran (1.5 mL). The reactants are MgO, ClC1=CC(=NC=N1)NN1C2=CC=CC=C2C=2C=CC=CC12 (N-(6-chloropyrimidin-4-yl)-9H-carbazol-9-amine). Reagents/catalysts: [Pd] (Pd/C). The solvent is C(C)O (ethanol), C(C)O (ethanol). Yields the product N1=CN=C(C=C1)NN1C2=CC=CC=C2C=2C=CC=CC12 (N-(Pyrimidin-4-yl)-9H-carbazol-9-amine). Yield: 175.5%. Reaction SMILES: Cl[C:2]1[N:7]=[CH:6][N:5]=[C:4]([NH:8][N:9]2[C:21]3[CH:20]=[CH:19][CH:18]=[CH:17][C:16]=3[C:15]3[C:10]2=[CH:11][CH:12]=[CH:13][CH:14]=3)[CH:3]=1>C(O)C.[Pd]>[N:7]1[CH:2]=[CH:3][C:4]([NH:8][N:9]2[C:21]3[CH:20]=[CH:19][CH:18]=[CH:17][C:16]=3[C:15]3[C:10]2=[CH:11][CH:12]=[CH:13][CH:14]=3)=[N:5][CH:6]=1. Procedure details: To a slurry of 10% Pd/C (1.0 g) and 0.8 g MgO in 5 ml of ethanol was added 4.0 g of N-(6-chloropyrimidin-4-yl)-9H-carbazol-9-amine in 12.0 ml of ethanol and the mixture was hydrogenated at atmospheric pressure at room temperature. When the reaction was complete, the mixture was filtered and the filtrate was evaporated to yield 6.2 g of an oil, which was preabsorbed on silica gel and eluted with 5% ethyl acetate/DCM on a silica gel column via the flash method. The desired fractions were evaporate... Reactants: C(C)OC(=O)[C@H]1O[C@H]1C(N[C@H](C(NCCCCNC(CCCC[C@@H]1SC[C@@H]2NC(N[C@@H]21)=O)=O)=O)CC(C)C)=O ((2S,3R)ethyl-3-((S)-4-methyl-1-oxo-1-(4-(5-((3aS,4S,6aR)-2-oxohexahydro-1H-thieno[3,4-d]imidazol-4-yl)pentanamido)butylamino)pentan-2-ylcarbamoyl)oxirane-2-carboxylate), [Li+].[OH-] (LiOH). Run in CO.O (MeOH H2O). The product is CC(C[C@@H](C(NCCCCNC(CCCC[C@@H]1SC[C@@H]2NC(N[C@@H]21)=O)=O)=O)NC(=O)[C@@H]2[C@H](O2)C(=O)O)C ((2S,3S)-3-((S)-4-methyl-1-oxo-1-(4-(5-((3aS,4S,6aR)-2-oxohexahydro-1H-thieno[3,4-d]imidazol-4-yl)pentanamido)butylamino)pentan-2-ylcarbamoyl)oxirane-2-carboxylic acid). The yield is 24.6%. Reaction SMILES: C([O:3][C:4]([C@@H:6]1[C@H:8]([C:9](=[O:39])[NH:10][C@@H:11]([CH2:35][CH:36]([CH3:38])[CH3:37])[C:12](=[O:34])[NH:13][CH2:14][CH2:15][CH2:16][CH2:17][NH:18][C:19](=[O:33])[CH2:20][CH2:21][CH2:22][CH2:23][C@H:24]2[C@@H:31]3[C@@H:27]([NH:28][C:29](=[O:32])[NH:30]3)[CH2:26][S:25]2)[O:7]1)=[O:5])C.[Li+].[OH-]>CO.O>[CH3:37][CH:36]([CH3:38])[CH2:35][C@H:11]([NH:10][C:9]([C@H:8]1[O:7][C@@H:6]1[C:4]([OH:5])=[O:3])=[O:39])[C:12](=[O:34])[NH:13][CH2:14][CH2:15][CH2:16][CH2:17][NH:18][C:19](=[O:33])[CH2:20][CH2:21][CH2:22][CH2:23][C@H:24]1[C@@H:31]2[C@@H:27]([NH:28][C:29](=[O:32])[NH:30]2)[CH2:26][S:25]1 |f:1.2,3.4|. Reported procedure: Synthesized following general saponification procedure using the following quantities: the corresponding peptidomimetic epoxide ethyl ester 17h (155 mg, 0.3 mmol): LiOH (14 mg, 0.58 mmol); MeOH/H2O (1.5 mL: 0.5 mL: 0.5 mL); yielded 27 as a white solid (40 mg, 27.1%). 1H NMR (DMSO-d6, 400 MHz): 8.56 (d, 1H); 8.06 (t, 1H); 7.76 (t, 1H); 6.41 (s, 1H), 6.35 (s, 1H); 4.57 (m, 2H); 4.31 (m, 1H); 3.66 (d, 1H); 3.31 (d, 1H); 3.08 (m, 1H); 3.01 (m, 3H); 2.80 (dd, 1H); 2.56 (d, 1H); 2.04 (t, 2H); 1.53 (m,... The reactants are ClC1CC(C2=CC=C(C=C12)Cl)C1=CC=C(C=C1)F (1,6-dichloro-3-(4-fluorophenyl)-2,3-dihydro-1H-indene), CC1(NCCNC1)C (2,2-dimethylpiperazine), C([O-])([O-])=O.[K+].[K+] (potassium carbonate). The solvent is CC(=O)C (acetone). Product: ClC1=CC=C2[C@@H](C[C@H](C2=C1)N1CC(NCC1)(C)C)C1=CC=C(C=C1)F ((±)-Trans-4-[6-chloro-3-(4-fluorophenyl)-2,3-dihydro-1H-inden-1-yl]-2,2-dimethylpiperazine). Isolated yield 75.2%. As a reaction SMILES: Cl[CH:2]1[C:10]2[C:5](=[CH:6][CH:7]=[C:8]([Cl:11])[CH:9]=2)[CH:4]([C:12]2[CH:17]=[CH:16][C:15]([F:18])=[CH:14][CH:13]=2)[CH2:3]1.[CH3:19][C:20]1([CH3:26])[CH2:25][NH:24][CH2:23][CH2:22][NH:21]1.C(=O)([O-])[O-].[K+].[K+]>CC(C)=O>[Cl:11][C:8]1[CH:9]=[C:10]2[C:5]([C@H:4]([C:12]3[CH:17]=[CH:16][C:15]([F:18])=[CH:14][CH:13]=3)[CH2:3][C@H:2]2[N:24]2[CH2:23][CH2:22][NH:21][C:20]([CH3:26])([CH3:19])[CH2:25]2)=[CH:6][CH:7]=1 |f:2.3.4|. Procedure details: A mixture of 1,6-dichloro-3-(4-fluorophenyl)-2,3-dihydro-1H-indene (28 g, 0.1 mol), 2,2-dimethylpiperazine (15 g, 0.13 mol) and potassium carbonate (30 g) in acetone (250 mL) was refluxed for 18 h. The reaction mixture was evaporated in vacuo and treated with water and ether. The ether phase was separated and extracted with 1M methane sulfonic acid. The base was liberated with 10M sodium hydroxide, extracted with ether and dried (MgSO4). After filtration and evaporation in vacuo the residue was ... Reactants: COc1cc(OC)c(C=O)cc1Br, C1CCOC1, CCOC(C)=O, [F-], [K+], O, OB(O)c1cccs1. The product is COc1cc(OC)c(-c2cccs2)cc1C=O. As a reaction SMILES: [Br:1][c:2]1[c:3]([O:12][CH3:13])[cH:4][c:5]([O:10][CH3:11])[c:6]([CH:7]=[O:8])[cH:9]1.[CH2:22]1[O:23][CH2:24][CH2:25][CH2:26]1.[CH3:30][CH2:31][O:32][C:33]([CH3:34])=[O:35].[F-:27].[K+:28].[OH2:29].[s:14]1[c:15]([B:19]([OH:20])[OH:21])[cH:16][cH:17][cH:18]1>>[c:2]1(-[c:15]2[s:14][cH:18][cH:17][cH:16]2)[c:3]([O:12][CH3:13])[cH:4][c:5]([O:10][CH3:11])[c:6]([CH:7]=[O:8])[cH:9]1. The reactants are C(C)N1C(C=2N(C3=CC=CC=C13)C=C(N2)C=NO)=O (4,5-dihydro-5-ethyl-4-oxo-imidazo-[1,2-a]-quinoxaline-2-carboxaldehyde oxime). Solvent: C(C)(=O)OC(C)=O (acetic anhydride). Yields the product C(C)N1C(C=2N(C3=CC=CC=C13)C=C(N2)C#N)=O (4,5-dihydro-5-ethyl-4-oxo-imidazo-[1,2-a]-quinoxaline-2-carbonitrile). Isolated yield 103.5%. Reaction SMILES: [CH2:1]([N:3]1[C:12]2[C:7](=[CH:8][CH:9]=[CH:10][CH:11]=2)[N:6]2[CH:13]=[C:14]([CH:16]=[N:17]O)[N:15]=[C:5]2[C:4]1=[O:19])[CH3:2]>C(OC(=O)C)(=O)C>[CH2:1]([N:3]1[C:12]2[C:7](=[CH:8][CH:9]=[CH:10][CH:11]=2)[N:6]2[CH:13]=[C:14]([C:16]#[N:17])[N:15]=[C:5]2[C:4]1=[O:19])[CH3:2]. Procedure details: A solution of 0.4 g of the product of Step A in 5 ml of acetic anhydride was refluxed for 21/2 hours and was then cooled during which it solidified into a buff crystalline solid. The solid was triturated with aqueous sodium carbonate solution and was filtered. The product was washed with water and dried in vacuo to obtain 0.385 g of 4,5-dihydro-5-ethyl-4-oxo-imidazo-[1,2-a]-quinoxaline-2-carbonitrile in the form of a crystalline solid melting at >330° C. Reactants: C(C)(C)(C)OC(=O)N1CCNCC1 (tert-butyl-1-piperazinecarboxylate), FC(C(=O)N1CCC2=CC(=CC=C12)S(=O)(=O)Cl)(F)F (1-(trifluoroacetyl)indoline-5-sulfonyl chloride), [OH-].[Na+] (NaOH). The solvent is ClCCl (dichloromethane). Reaction conditions: time 45 minute. Product: N1CCC2=CC(=CC=C12)S(=O)(=O)N1CCN(CC1)C(=O)OC(C)(C)C (tert-butyl 4-(2,3-dihydro-1H-indol-5-ylsulfonyl)piperazine-1-carboxylate). Reaction SMILES: [C:1]([O:5][C:6]([N:8]1[CH2:13][CH2:12][NH:11][CH2:10][CH2:9]1)=[O:7])([CH3:4])([CH3:3])[CH3:2].FC(F)(F)C([N:18]1[C:26]2[C:21](=[CH:22][C:23]([S:27](Cl)(=[O:29])=[O:28])=[CH:24][CH:25]=2)[CH2:20][CH2:19]1)=O.[OH-].[Na+]>ClCCl>[NH:18]1[C:26]2[C:21](=[CH:22][C:23]([S:27]([N:11]3[CH2:12][CH2:13][N:8]([C:6]([O:5][C:1]([CH3:4])([CH3:2])[CH3:3])=[O:7])[CH2:9][CH2:10]3)(=[O:29])=[O:28])=[CH:24][CH:25]=2)[CH2:20][CH2:19]1 |f:2.3|. Procedure: tert-butyl-1-piperazinecarboxylate (5.94 g, 31.9 mmol, 2.00 equiv) was added to a solution of 1-(trifluoroacetyl)indoline-5-sulfonyl chloride (1-6, 5.00 g, 15.9 mmol, 1 equiv) in dichloromethane (50 mL) at 23° C., and the resulting mixture was stirred for 45 minutes. The brown-colored reaction mixture was concentrated and the resulting tan-colored solid dried in vacuo. A solution of the solid in a mixture of 1,4-dioxane (100 mL) and methanol (30 mL) was treated with aqueous 1N NaOH solution (47....